This data is from the Open Reaction Database (ORD), a public repository of structured organic reaction records. The task is: describe an organic reaction: reactants, conditions, products, and yield Starting materials: C=CC(=O)OCC, CC(=O)[O-], CC(=O)CC(C)=O, CCC(=O)O, [Na+], CC(=O)[O-], CC(=O)[O-], O, [Pd+2], c1ccoc1, CCOC(=O)C=Cc1ccco1. Product: CCOC(=O)C=Cc1ccc(C=CC(=O)OCC)o1. Reaction SMILES: [C:6]([CH:7]=[CH2:8])(=[O:9])[O:10][CH2:11][CH3:12].[CH3:14][C:15](=[O:16])[O-:17].[CH3:18][C:19]([CH2:20][C:21](=[O:22])[CH3:23])=[O:24].[CH3:25][CH2:26][C:27](=[O:28])[OH:29].[Na+:13].[O-:44][C:45]([CH3:46])=[O:47].[O-:48][C:49]([CH3:50])=[O:51].[O:30].[Pd+2:43].[cH:1]1[cH:2][o:3][cH:4][cH:5]1.[o:31]1[c:32]([CH:36]=[CH:37][C:38](=[O:39])[O:40][CH2:41][CH3:42])[cH:33][cH:34][cH:35]1>>[C:6]([CH:7]=[CH:8][c:35]1[o:31][c:32]([CH:36]=[CH:37][C:38](=[O:39])[O:40][CH2:41][CH3:42])[cH:33][cH:34]1)(=[O:9])[O:10][CH2:11][CH3:12].